From a dataset of the Open Reaction Database (ORD), a public repository of structured organic reaction records. describe an organic reaction: reactants, conditions, products, and yield Starting materials: ClC1=C(C=C2C(C(=CN(C2=N1)CC)C(=O)O)=O)F (7-chloro-1-ethyl-6-fluoro-1,4-dihydro-4-oxo-1,8 -naphthyridine-3-carboxylic acid), CNCC1CNC1 (N-methyl-3-azetidinemethanamine). The solvent is C(C)#N (acetonitrile). Conditions: temperature 5 celsius. Product: C(C)N1C=C(C(C2=CC(=C(N=C12)N1CC(C1)CNC)F)=O)C(=O)O (1-ethyl-6-fluoro-1,4-dihydro-7-[3-[(methylamino)methyl]-1-azetidinyl]-4-oxo-1,8 -naphthyridine-3-carboxylic acid). Yield: 26.9%. RXN SMILES: Cl[C:2]1[N:11]=[C:10]2[C:5]([C:6](=[O:17])[C:7]([C:14]([OH:16])=[O:15])=[CH:8][N:9]2[CH2:12][CH3:13])=[CH:4][C:3]=1[F:18].[CH3:19][NH:20][CH2:21][CH:22]1[CH2:25][NH:24][CH2:23]1>C(#N)C>[CH2:12]([N:9]1[C:10]2[C:5](=[CH:4][C:3]([F:18])=[C:2]([N:24]3[CH2:25][CH:22]([CH2:21][NH:20][CH3:19])[CH2:23]3)[N:11]=2)[C:6](=[O:17])[C:7]([C:14]([OH:16])=[O:15])=[CH:8]1)[CH3:13]. Procedure details: A suspension of 0.81 g (3.0 mmole) of 7-chloro-1-ethyl-6-fluoro-1,4-dihydro-4-oxo-1,8 -naphthyridine-3-carboxylic acid, 0.9 g (9.0 mmole) of N-methyl-3-azetidinemethanamine and 30 mL of acetonitrile was refluxed for six hours. The reaction was cooled to 5° C. The filtered solids were washed with acetonitrile, ether, and dried in vacuo. The dried solid was suspended in 70 mL of water and made basic to pH 11.0 after filtering through a fiber glass pad to clarify, the filtrate was acidified to pH 7...